Dataset: the Open Reaction Database (ORD), a public repository of structured organic reaction records. Task: describe an organic reaction: reactants, conditions, products, and yield The reactants are O=[Ag], CI, CC#N, CC(CO)NC(=O)OCc1ccccc1. The product is COCC(C)NC(=O)OCc1ccccc1. As a reaction SMILES: [Ag:21]=[O:22].[CH3:16][I:17].[CH3:18][C:19]#[N:20].[OH:1][CH2:2][CH:3]([CH3:4])[NH:5][C:6]([O:7][CH2:8][c:9]1[cH:10][cH:11][cH:12][cH:13][cH:14]1)=[O:15]>>[O:1]([CH2:2][CH:3]([CH3:4])[NH:5][C:6]([O:7][CH2:8][c:9]1[cH:10][cH:11][cH:12][cH:13][cH:14]1)=[O:15])[CH3:16]. Starting materials: CO, ClCCl, O=C(NCC(=O)N1CCN(C(=O)c2ccccc2C(F)(F)F)CC1)c1cc(-c2cccc(OCc3ccccc3)c2)[nH]n1. Product: O=C(NCC(=O)N1CCN(C(=O)c2ccccc2C(F)(F)F)CC1)c1cc(-c2cccc(O)c2)[nH]n1. As a reaction SMILES: [CH3:44][OH:45].[Cl:46][CH2:47][Cl:48].[O:1]=[C:2]([CH2:3][NH:4][C:5](=[O:6])[c:7]1[n:8][nH:9][c:10](-[c:12]2[cH:13][c:14]([O:18][CH2:19][c:20]3[cH:21][cH:22][cH:23][cH:24][cH:25]3)[cH:15][cH:16][cH:17]2)[cH:11]1)[N:26]1[CH2:27][CH2:28][N:29]([C:32]([c:33]2[c:34]([C:39]([F:40])([F:41])[F:42])[cH:35][cH:36][cH:37][cH:38]2)=[O:43])[CH2:30][CH2:31]1>>[O:1]=[C:2]([CH2:3][NH:4][C:5](=[O:6])[c:7]1[n:8][nH:9][c:10](-[c:12]2[cH:13][c:14]([OH:18])[cH:15][cH:16][cH:17]2)[cH:11]1)[N:26]1[CH2:27][CH2:28][N:29]([C:32]([c:33]2[c:34]([C:39]([F:40])([F:41])[F:42])[cH:35][cH:36][cH:37][cH:38]2)=[O:43])[CH2:30][CH2:31]1. Reactants: S(O)(O)(=O)=O (sulphuric acid), C(C1=CC=CC=C1)(=O)C=1C=C2CCC(C2=CC1O)CC(=O)O (5-benzoyl-6-hydroxy-indane-1-acetic acid), CO (methanol), O (water). Yields the product COC(CC1CCC2=CC(=C(C=C12)O)C(C1=CC=CC=C1)=O)=O (5-benzoyl-6-hydroxyindane-1-acetic acid methyl ester). Reaction SMILES: S(=O)(=O)(O)O.[C:6]([C:14]1[CH:15]=[C:16]2[C:20](=[CH:21][C:22]=1[OH:23])[CH:19]([CH2:24][C:25]([OH:27])=[O:26])[CH2:18][CH2:17]2)(=[O:13])[C:7]1[CH:12]=[CH:11][CH:10]=[CH:9][CH:8]=1.O.[CH3:29]O>>[CH3:29][O:26][C:25](=[O:27])[CH2:24][CH:19]1[C:20]2[C:16](=[CH:15][C:14]([C:6](=[O:13])[C:7]3[CH:8]=[CH:9][CH:10]=[CH:11][CH:12]=3)=[C:22]([OH:23])[CH:21]=2)[CH2:17][CH2:18]1. Reported procedure: 0.5 ml of concentrated sulphuric acid is added to a solution of 1.4 g of 5-benzoyl-6-hydroxy-indane-1-acetic acid in 300 ml of absolute methanol and the mixture is heated to the reflux temperature for 8 hours, with exclusion of water. The reaction mixture is then evaporated in vacuo to a volume of 5 ml and partitioned between 20 ml of water and twice 20 ml of ether. The organic phases are combined, washed until neutral, dried over sodium sulphate and evaporated in vacuo. Distillation of the evap... Starting materials: OCCCBr, CC(C)(C)OC(=O)N1CCC(c2ccc(OCCCOCC(F)(F)F)cc2)C(OCc2ccc3c(c2)NCCC3)C1. Yields the product CC(C)(C)OC(=O)N1CCC(c2ccc(OCCCOCC(F)(F)F)cc2)C(OCc2ccc3c(c2)N(CCCO)CCC3)C1. Reaction SMILES: [Br:42][CH2:43][CH2:44][CH2:45][OH:46].[C:1]([CH3:2])([CH3:3])([CH3:4])[O:5][C:6](=[O:7])[N:8]1[CH2:9][CH:10]([O:30][CH2:31][c:32]2[cH:33][cH:34][c:35]3[c:40]([cH:41]2)[NH:39][CH2:38][CH2:37][CH2:36]3)[CH:11]([c:14]2[cH:15][cH:16][c:17]([O:20][CH2:21][CH2:22][CH2:23][O:24][CH2:25][C:26]([F:27])([F:28])[F:29])[cH:18][cH:19]2)[CH2:12][CH2:13]1>>[C:1]([CH3:2])([CH3:3])([CH3:4])[O:5][C:6](=[O:7])[N:8]1[CH2:9][CH:10]([O:30][CH2:31][c:32]2[cH:33][cH:34][c:35]3[c:40]([cH:41]2)[N:39]([CH2:43][CH2:44][CH2:45][OH:46])[CH2:38][CH2:37][CH2:36]3)[CH:11]([c:14]2[cH:15][cH:16][c:17]([O:20][CH2:21][CH2:22][CH2:23][O:24][CH2:25][C:26]([F:27])([F:28])[F:29])[cH:18][cH:19]2)[CH2:12][CH2:13]1. Reactants: O=C([O-])[O-], CC#N, ClCC=CCCl, Cc1ccc(CC2CNCCN2C(=O)c2cc(C(F)(F)F)cc(C(F)(F)F)c2)cc1C, [K+], [K+]. Yields the product Cc1ccc(CC2CN(CC=CCCl)CCN2C(=O)c2cc(C(F)(F)F)cc(C(F)(F)F)c2)cc1C. As a reaction SMILES: [C:38](=[O:39])([O-:40])[O-:41].[CH3:44][C:45]#[N:46].[Cl:32][CH2:33][CH:34]=[CH:35][CH2:36][Cl:37].[F:1][C:2]([c:3]1[cH:4][c:5]([C:6](=[O:7])[N:8]2[CH:9]([CH2:14][c:15]3[cH:16][c:17]([CH3:22])[c:18]([CH3:21])[cH:19][cH:20]3)[CH2:10][NH:11][CH2:12][CH2:13]2)[cH:23][c:24]([C:26]([F:27])([F:28])[F:29])[cH:25]1)([F:30])[F:31].[K+:42].[K+:43]>>[F:1][C:2]([c:3]1[cH:4][c:5]([C:6](=[O:7])[N:8]2[CH:9]([CH2:14][c:15]3[cH:16][c:17]([CH3:22])[c:18]([CH3:21])[cH:19][cH:20]3)[CH2:10][N:11]([CH2:36][CH:35]=[CH:34][CH2:33][Cl:32])[CH2:12][CH2:13]2)[cH:23][c:24]([C:26]([F:27])([F:28])[F:29])[cH:25]1)([F:30])[F:31]. The reactants are CC(=O)[O-], CC(=O)[O-], OB(O)c1ccc(Cl)nc1, ClCCl, [Cu+2], O=C(c1ccc2[nH]c(C(=O)N3CCC(F)(F)CC3)cc2c1)N1CCC(N2CCCC2)CC1, c1ccncc1. Product: O=C(c1ccc2c(c1)cc(C(=O)N1CCC(F)(F)CC1)n2-c1ccc(Cl)nc1)N1CCC(N2CCCC2)CC1. Reaction SMILES: [C:52]([O-:53])(=[O:54])[CH3:55].[C:57]([O-:58])(=[O:59])[CH3:60].[Cl:33][c:34]1[n:35][cH:36][c:37]([B:40]([OH:41])[OH:42])[cH:38][cH:39]1.[Cl:49][CH2:50][Cl:51].[Cu+2:56].[F:1][C:2]1([F:32])[CH2:3][CH2:4][N:5]([C:8](=[O:9])[c:10]2[nH:11][c:12]3[cH:13][cH:14][c:15]([C:19](=[O:20])[N:21]4[CH2:22][CH2:23][CH:24]([N:27]5[CH2:28][CH2:29][CH2:30][CH2:31]5)[CH2:25][CH2:26]4)[cH:16][c:17]3[cH:18]2)[CH2:6][CH2:7]1.[cH:43]1[cH:44][cH:45][n:46][cH:47][cH:48]1>>[F:1][C:2]1([F:32])[CH2:3][CH2:4][N:5]([C:8](=[O:9])[c:10]2[n:11](-[c:37]3[cH:36][n:35][c:34]([Cl:33])[cH:39][cH:38]3)[c:12]3[cH:13][cH:14][c:15]([C:19](=[O:20])[N:21]4[CH2:22][CH2:23][CH:24]([N:27]5[CH2:28][CH2:29][CH2:30][CH2:31]5)[CH2:25][CH2:26]4)[cH:16][c:17]3[cH:18]2)[CH2:6][CH2:7]1.